From a dataset of the Open Reaction Database (ORD), a public repository of structured organic reaction records. describe an organic reaction: reactants, conditions, products, and yield Starting materials: CC1(OC2(CNC1)CCN(CC2)CC=2C=C(C=CC2)CCO)C (2-(3-((2,2-Dimethyl-1-oxa-4,9-diazaspiro[5.5]undecan-9-yl)methyl)phenyl)ethanol), C(C)C1=CC(=CS1)C(=O)O (5-ethylthiophene-3-carboxylic acid). Yields the product C(C)C1=CC(=CS1)C(=O)N1CC(OC2(C1)CCN(CC2)CC2=CC(=CC=C2)CCO)(C)C ((5-Ethylthiophen-3-yl)(9-(3-(2-hydroxyethyl)benzyl)-2,2-dimethyl-1-oxa-4,9-diazaspiro[5.5]undecan-4-yl)methanone). RXN SMILES: [CH3:1][C:2]1([CH3:23])[CH2:7][NH:6][CH2:5][C:4]2([CH2:12][CH2:11][N:10]([CH2:13][C:14]3[CH:15]=[C:16]([CH2:20][CH2:21][OH:22])[CH:17]=[CH:18][CH:19]=3)[CH2:9][CH2:8]2)[O:3]1.[CH2:24]([C:26]1[S:30][CH:29]=[C:28]([C:31](O)=[O:32])[CH:27]=1)[CH3:25]>>[CH2:24]([C:26]1[S:30][CH:29]=[C:28]([C:31]([N:6]2[CH2:5][C:4]3([CH2:12][CH2:11][N:10]([CH2:13][C:14]4[CH:19]=[CH:18][CH:17]=[C:16]([CH2:20][CH2:21][OH:22])[CH:15]=4)[CH2:9][CH2:8]3)[O:3][C:2]([CH3:23])([CH3:1])[CH2:7]2)=[O:32])[CH:27]=1)[CH3:25]. Procedure details: The subtitled compound was prepared using a similar method to that described in Example 271 step (f) using 2-(3-((2,2-dimethyl-1-oxa-4,9-diazaspiro[5.5]undecan-9-yl)methyl)phenyl)ethanol (0.2 g) (Example 271, step e) and 5-ethylthiophene-3-carboxylic acid. Yield 0.22 g.